This data is from the Open Reaction Database (ORD), a public repository of structured organic reaction records. The task is: describe an organic reaction: reactants, conditions, products, and yield Reactants: ClC=1C=CC(=C(C1)C1=NN(C(=N1)C1=C(C=CC(=C1)Cl)O)CC(=O)OCC)O (ethyl [3,5-bis(5-chloro-2-hydroxyphenyl)-[1,2,4]triazol-1-yl]acetate), NCCN1CCOCC1 (4-(2-aminoethyl)morpholine). Run in C(C)O (ethanol). Yields the product ClC=1C=CC(=C(C1)C1=NN(C(=N1)C1=C(C=CC(=C1)Cl)O)CC(=O)NCCN1CCOCC1)O (2-[3,5-Bis(5-chloro-2-hydroxyphenyl)-[1,2,4]triazol-1-yl]-N-(2-morpholin-4-yl-ethyl)acetamide). Reaction SMILES: [Cl:1][C:2]1[CH:3]=[CH:4][C:5]([OH:27])=[C:6]([C:8]2[N:12]=[C:11]([C:13]3[CH:18]=[C:17]([Cl:19])[CH:16]=[CH:15][C:14]=3[OH:20])[N:10]([CH2:21][C:22](OCC)=[O:23])[N:9]=2)[CH:7]=1.[NH2:28][CH2:29][CH2:30][N:31]1[CH2:36][CH2:35][O:34][CH2:33][CH2:32]1>C(O)C>[Cl:1][C:2]1[CH:3]=[CH:4][C:5]([OH:27])=[C:6]([C:8]2[N:12]=[C:11]([C:13]3[CH:18]=[C:17]([Cl:19])[CH:16]=[CH:15][C:14]=3[OH:20])[N:10]([CH2:21][C:22]([NH:28][CH2:29][CH2:30][N:31]3[CH2:36][CH2:35][O:34][CH2:33][CH2:32]3)=[O:23])[N:9]=2)[CH:7]=1. Procedure details: 4 g of ethyl [3,5-bis(5-chloro-2-hydroxyphenyl)-[1,2,4]triazol-1-yl]acetate (Example 40) and 2.6 g of 4-(2-aminoethyl)morpholine are boiled under reflux for 18 h in 50 ml of ethanol. The mixture is cooled, poured onto water and extracted with ethyl acetate. The combined organic phases are dried over sodium sulfate and concentrated on a rotary evaporator. The residue is crystallized from isopropanol. After drying, 2-[3,5-bis(5-chloro-2-hydroxyphenyl)-[1,2,4]triazol-1-yl]-N-(2-morpholin-4-yl-ethyl... Starting materials: CC(=O)Cc1ccc(Cl)c(S(=O)(=O)Cl)c1, N, [Na+], [Na+], O=C([O-])[O-], C1COCCO1. Product: CC(=O)Cc1ccc(Cl)c(S(N)(=O)=O)c1. RXN SMILES: [Cl:1][c:2]1[c:3]([S:12](=[O:13])(=[O:14])[Cl:15])[cH:4][c:5]([CH2:8][C:9]([CH3:10])=[O:11])[cH:6][cH:7]1.[NH3:22].[Na+:16].[Na+:17].[O-:18][C:19](=[O:20])[O-:21].[O:23]1[CH2:24][CH2:25][O:26][CH2:27][CH2:28]1>>[Cl:1][c:2]1[c:3]([S:12](=[O:13])(=[O:14])[NH2:22])[cH:4][c:5]([CH2:8][C:9]([CH3:10])=[O:11])[cH:6][cH:7]1. Reactants: C(CCCC)[C@@H]1CC[C@H](CC1)C(=O)NC1=C(C=CC(=C1)C1=CC=C(C=C1)CCCCCCCCCC)O (2-(trans-4-pentylcyclohexylcarbonylamino)-4-(4decylphenyl)phenol), ClC1=C(C=CC=C1)Cl (o-dichlorobenzene), C1(=CC=C(C=C1)S(=O)(=O)O)C (p-toluenesulfonic acid), ClC1=C(C=CC=C1)Cl (o-dichlorobenzene). Conditions: time 40 minute. Yields the product C(CCCC)[C@@H]1CC[C@H](CC1)C=1OC2=C(N1)C=C(C=C2)C2=CC=C(C=C2)CCCCCCCCCC (2-(trans-4-pentylcyclohexyl)-5-(4-decylphenyl)benzoxazole). Isolated yield 48.4%. Reaction SMILES: C([C@H]1CC[C@H]([C:12]([NH:14][C:15]2[CH:20]=[C:19]([C:21]3[CH:26]=[CH:25][C:24]([CH2:27][CH2:28][CH2:29]CCCCCCC)=[CH:23][CH:22]=3)[CH:18]=[CH:17][C:16]=2O)=[O:13])CC1)CCCC.[C:38]1([CH3:48])[CH:43]=[CH:42][C:41](S(O)(=O)=O)=[CH:40][CH:39]=1.Cl[C:50]1[CH:55]=[CH:54][CH:53]=[CH:52][C:51]=1Cl>>[CH2:17]([C@H:50]1[CH2:55][CH2:54][C@H:53]([C:12]2[O:13][C:16]3[CH:17]=[CH:18][C:19]([C:21]4[CH:26]=[CH:25][C:24]([CH2:27][CH2:28][CH2:29][CH2:48][CH2:38][CH2:43][CH2:42][CH2:41][CH2:40][CH3:39])=[CH:23][CH:22]=4)=[CH:20][C:15]=3[N:14]=2)[CH2:52][CH2:51]1)[CH2:16][CH2:15][CH2:20][CH3:19]. Reported procedure: Step ii) In a 30 ml-round-bottomed flask, 0.60 g (1.19 mM) of 2-(trans-4-pentylcyclohexylcarbonylamino)-4-(4decylphenyl)phenol, 0.07 g (0.37 mM) of p-toluenesulfonic acid and 10 ml of o-dichlorobenzene were placed, followed by stirring for 40 min. at 188°-192° C. After the reaction, o-dichlorobenzene was distilled-off under reduced pressure. The residue was purified by silica gel column chromatography (eluent: toluene) to obtain 0.28 g of 2-(trans-4-pentylcyclohexyl)-5-(4-decylphenyl)benzoxazole... The reactants are C=CC(=O)OCC, CCO, N#CC(c1cccc(C(F)(F)F)c1)N1CCOCC1, [K+], C1CCOC1, [OH-]. Product: CCOC(=O)CCC(C#N)(c1cccc(C(F)(F)F)c1)N1CCOCC1. As a reaction SMILES: [C:27]([CH:28]=[CH2:29])(=[O:30])[O:31][CH2:32][CH3:33].[CH3:34][CH2:35][OH:36].[F:1][C:2]([c:3]1[cH:4][c:5]([CH:9]([C:10]#[N:11])[N:12]2[CH2:13][CH2:14][O:15][CH2:16][CH2:17]2)[cH:6][cH:7][cH:8]1)([F:18])[F:19].[K+:26].[O:20]1[CH2:21][CH2:22][CH2:23][CH2:24]1.[OH-:25]>>[F:1][C:2]([c:3]1[cH:4][c:5]([C:9]([C:10]#[N:11])([N:12]2[CH2:13][CH2:14][O:15][CH2:16][CH2:17]2)[CH2:29][CH2:28][C:27](=[O:30])[O:31][CH2:32][CH3:33])[cH:6][cH:7][cH:8]1)([F:18])[F:19]. Reactants: C(C#C)Br (propargyl bromide), C(C)C1=C(C(=CC(=C1)C)CC)C1C(CC2(CCOCC2)CC1=O)=O (9-(2,6-diethyl-4-methylphenyl)-3-oxaspiro[5.5]undecane-8,10-dione), C([O-])([O-])=O.[K+].[K+] (potassium carbonate). Solvent: CC(=O)C (acetone), CC(=O)C (acetone). Product: C(C)C1=C(C(=CC(=C1)C)CC)C=1C(CC2(CCOCC2)CC1OCC#C)=O (9-(2,6-diethyl-4-methylphenyl)-10-prop-2-ynyloxy-3-oxaspiro[5.5]undec-9-en-8-one). Reaction SMILES: [CH2:1](Br)[C:2]#[CH:3].[CH2:5]([C:7]1[CH:12]=[C:11]([CH3:13])[CH:10]=[C:9]([CH2:14][CH3:15])[C:8]=1[CH:16]1[C:26](=[O:27])[CH2:25][C:19]2([CH2:24][CH2:23][O:22][CH2:21][CH2:20]2)[CH2:18][C:17]1=[O:28])[CH3:6].C(=O)([O-])[O-].[K+].[K+]>CC(C)=O>[CH2:5]([C:7]1[CH:12]=[C:11]([CH3:13])[CH:10]=[C:9]([CH2:14][CH3:15])[C:8]=1[C:16]1[C:26](=[O:27])[CH2:25][C:19]2([CH2:18][C:17]=1[O:28][CH2:3][C:2]#[CH:1])[CH2:24][CH2:23][O:22][CH2:21][CH2:20]2)[CH3:6] |f:2.3.4|. Procedure details: A solution of propargyl bromide (0.043 g, 0.36 mmol) in acetone (2 ml) is added dropwise to a mixture of 9-(2,6-diethyl-4-methylphenyl)-3-oxaspiro[5.5]undecane-8,10-dione (0.10 g, 0.3 mmol) and potassium carbonate (0.05 g, 0.36 mmol) in acetone (3 ml) and the reaction is refluxed overnight. The solvent is evaporated in vacuo, and the residue is taken up in ethyl acetate and washed with 2 N aqueous sodium hydroxide solution. The organic phase is concentrated in vacuo, and the residue is further p... Reactants: CN1C(C(=C(C(=C1)C(=O)O)C(=O)OC)Cl)=O (1-Methyl-2-oxo-1,2-dihydro-3-chloro-4-methoxycarbonyl-pyridine-5-carboxylic acid), N1=CC=C(C=C1)B(O)O (pyridine-4-yl-boronic acid), C(=O)([O-])[O-].[Cs+].[Cs+] (Cs2CO3). Reagents/catalysts: C1=CC=C(C=C1)P([C-]2C=CC=C2)C3=CC=CC=C3.C1=CC=C(C=C1)P([C-]2C=CC=C2)C3=CC=CC=C3.Cl[Pd]Cl.[Fe+2] (Pd(dppf)Cl2). Solvent: COCCOC.O (DME water). Run at temperature 90 celsius, time 8 hour. The product is N1=CC=C(C=C1)C1=C(C(=CN(C1=O)C)C(=O)OC)C(=O)OC (Dimethyl 5-(4-pyridyl)-1-methyl-6-oxo-1,6-dihydropyridine-3,4-dicarboxylate). Yield: 39.2%. Reaction SMILES: [CH3:1][N:2]1[CH:7]=[C:6]([C:8]([OH:10])=[O:9])[C:5]([C:11]([O:13][CH3:14])=[O:12])=[C:4](Cl)[C:3]1=[O:16].[N:17]1[CH:22]=[CH:21][C:20](B(O)O)=[CH:19][CH:18]=1.[C:26]([O-])([O-])=O.[Cs+].[Cs+]>COCCOC.O.C1C=CC(P(C2C=CC=CC=2)[C-]2C=CC=C2)=CC=1.C1C=CC(P(C2C=CC=CC=2)[C-]2C=CC=C2)=CC=1.Cl[Pd]Cl.[Fe+2]>[N:17]1[CH:22]=[CH:21][C:20]([C:4]2[C:3](=[O:16])[N:2]([CH3:1])[CH:7]=[C:6]([C:8]([O:10][CH3:26])=[O:9])[C:5]=2[C:11]([O:13][CH3:14])=[O:12])=[CH:19][CH:18]=1 |f:2.3.4,5.6,7.8.9.10|. Procedure: To a mixture of compound (4) (3.5 g, 13.5 mmol), pyridine-4-yl-boronic acid (4.9 g, 40.4 mmol), Pd(dppf)Cl2 (1.1 g, 1.3 mmol) and Cs2CO3 (13.1 g, 40.4 mmol) in DME/water (4/1, 80 ml) was stirred at 90° C. overnight. The solution was concentrated and purified by column chromatography on silica gel (DCM/MeOH=100:1) to give title compound as off-white solid (1.6 g, 40%). LC-MS (ESI+): m/e 303 (M+H)+, Rt: 0.561 min. The reactants are CN(CCCCCN)C (5-dimethylamino-pentylamine), C(#N)C1=CNC2=CC=C(C=C12)CCNC(C1=CC=C(C=C1)C1=NC(=NC=C1)Cl)=O (N-[2-(3-Cyano-1H-indol-5-yl)-ethyl]-4-[2-chloro-pyrimidin-4-yl]-benzamide). The product is C(#N)C1=CNC2=CC=C(C=C12)CCNC(C1=CC=C(C=C1)C1=NC(=NC=C1)NCCCCCN(C)C)=O (N-[2-(3-Cyano-1H-indol-5-yl)-ethyl]-4-[2-(5-dimethylamino-pentylamino)-pyrimidin-4-yl]-benzamide). Reaction SMILES: [CH3:1][N:2]([CH3:9])[CH2:3][CH2:4][CH2:5][CH2:6][CH2:7][NH2:8].[C:10]([C:12]1[C:20]2[C:15](=[CH:16][CH:17]=[C:18]([CH2:21][CH2:22][NH:23][C:24](=[O:38])[C:25]3[CH:30]=[CH:29][C:28]([C:31]4[CH:36]=[CH:35][N:34]=[C:33](Cl)[N:32]=4)=[CH:27][CH:26]=3)[CH:19]=2)[NH:14][CH:13]=1)#[N:11]>>[C:10]([C:12]1[C:20]2[C:15](=[CH:16][CH:17]=[C:18]([CH2:21][CH2:22][NH:23][C:24](=[O:38])[C:25]3[CH:30]=[CH:29][C:28]([C:31]4[CH:36]=[CH:35][N:34]=[C:33]([NH:8][CH2:7][CH2:6][CH2:5][CH2:4][CH2:3][N:2]([CH3:9])[CH3:1])[N:32]=4)=[CH:27][CH:26]=3)[CH:19]=2)[NH:14][CH:13]=1)#[N:11]. Reported procedure: Using 5-dimethylamino-pentylamine (reference example 93a) and and N-[2-(3-Cyano-1H-indol-5-yl)-ethyl]-4-[2-chloro-pyrimidin-4-yl]-benzamide (reference example 1az) as substrates. MS (ion spray) m/z 496 (M+H)+. Product: CCOC(=O)c1cccc(C(O)C2CCCC3=Cc4c(-c5ccc(F)cc5)ncn4CC32C)c1. Reaction SMILES: [CH2:41]1[O:42][CH2:43][CH2:44][CH2:45]1.[CH:14]([Mg+:15])([CH3:16])[CH3:17].[Cl-:13].[F:18][c:19]1[cH:20][cH:21][c:22](-[c:25]2[n:26][cH:27][n:28]3[c:37]2[CH:36]=[C:35]2[C:30]([CH3:40])([CH2:29]3)[CH:31]([CH:38]=[O:39])[CH2:32][CH2:33][CH2:34]2)[cH:23][cH:24]1.[I:1][c:2]1[cH:3][c:4]([C:5](=[O:6])[O:7][CH2:8][CH3:9])[cH:10][cH:11][cH:12]1>>[c:2]1([CH:38]([CH:31]2[C:30]3([CH3:40])[CH2:29][n:28]4[cH:27][n:26][c:25](-[c:22]5[cH:21][cH:20][c:19]([F:18])[cH:24][cH:23]5)[c:37]4[CH:36]=[C:35]3[CH2:34][CH2:33][CH2:32]2)[OH:39])[cH:3][c:4]([C:5](=[O:6])[O:7][CH2:8][CH3:9])[cH:10][cH:11][cH:12]1. Reactants: C1CCOC1, CC(C)[Mg+], [Cl-], CC12Cn3cnc(-c4ccc(F)cc4)c3C=C1CCCC2C=O, CCOC(=O)c1cccc(I)c1. Reactants: C1CN(CCC12OCCO2)c1ccc(C=O)cc1, CC1=CN=C(C=C1)N, [C-]#[N+]C1CCCCC1. The reagents and catalysts are O=C(O)C(F)(F)F (trifluoroacetic acid). Run in CC(C)O (isopropyl alcohol), CC(C)O (isopropylalcohol). Run at temperature 22 celsius, time 20 hour. The product is Cc1ccc2nc(c3ccc(cc3)N3CCC4(CC3)OCCO4)c(NC3CCCCC3)n2c1. Yield: 1.5%. Reaction SMILES: CC1=CC=C(N)N=C1.[C-]#[N+]C1CCCCC1.O=CC1=CC=C(C=C1)N1CCC2(CC1)OCCO2>>CC1=CN2C(C=C1)=NC(=C2NC1CCCCC1)C1=CC=C(C=C1)N1CCC2(CC1)OCCO2.